From a dataset of the Open Reaction Database (ORD), a public repository of structured organic reaction records. describe an organic reaction: reactants, conditions, products, and yield Run in O (water), C(C)(=O)O (acetic acid). As a reaction SMILES: N[C:2]1[NH:3][C:4](=[O:21])[C:5]2[S:10][C:9](=[O:11])[N:8]([C@@H:12]3[O:18][C@H:17]([CH2:19][OH:20])[C@@H:15]([OH:16])[C@H:13]3[OH:14])[C:6]=2[N:7]=1.N([O-])=[O:23].[Na+]>C(O)(=O)C.O>[C@@H:12]1([N:8]2[C:6]3[NH:7][C:2](=[O:23])[NH:3][C:4](=[O:21])[C:5]=3[S:10][C:9]2=[O:11])[O:18][C@H:17]([CH2:19][OH:20])[C@@H:15]([OH:16])[C@H:13]1[OH:14] |f:1.2|. Reported procedure: To a suspension of 7 (0.76 g, 2.4 mmol) in glacial acetic acid (150 mL) was added dropwise a solution of sodium nitrite (1.5 g, 21.7 mmol) in water (15 mL) with stirring. After 30 min the suspension became clear and stirring was continued at room temperature overnight. The white solid which had separated was filtered, washed with cold water and dried. Recrystallization from hot water gave fine colorless crystals of 8: yield 0.3 g, 40%: mp 250° C. dec.: UV λmax (pH 1) 293 nm (ε5500): UV λmax (pH ... Yields the product [C@@H]1([C@H](O)[C@H](O)[C@H](O1)CO)N1C(SC2=C1NC(NC2=O)=O)=O (3-β-D-Ribofuranosylthiazolo[4,5-d]pyrimidine-2,5,7(4H,6H)-trione). Run at time 30 minute. Reactants: N(=O)[O-].[Na+] (sodium nitrite), ( ε14200 ), NC=1NC(C2=C(N1)N(C(S2)=O)[C@H]2[C@H](O)[C@H](O)[C@H](O2)CO)=O (5-Amino-3-β-D-ribofuranosylthiazolo[4,5-d]pyrimidine-2,7(6H)-dione), ( ε21900 ), ( ε5500 ).